This data is from the Open Reaction Database (ORD), a public repository of structured organic reaction records. The task is: describe an organic reaction: reactants, conditions, products, and yield The reactants are 4-(5-bromopentyloxy)-2-hydroxy acetophenone, OC1=CC2=C(C(C=C(O2)C(=O)OCC)=O)C=C1 (ethyl 7-hydroxy-4-oxo-4H-1-benzopyran-2-carboxylate), C([O-])([O-])=O.[K+].[K+] (potassium carbonate), [I-].[K+] (potassium iodide), CC(=O)C (acetone). Product: C(C)(=O)C1=C(C=C(OCCCCCOC2=CC3=C(C(C=C(O3)C(=O)OCC)=O)C=C2)C=C1)O (ethyl 7-[5-(4-acetyl-3-hydroxyphenoxy)pentyloxy]-4-oxo-4H-1-benzopyran-2-carboxylate). Reaction SMILES: [OH:1][C:2]1[CH:17]=[CH:16][C:5]2[C:6](=[O:15])[CH:7]=[C:8]([C:10]([O:12][CH2:13][CH3:14])=[O:11])[O:9][C:4]=2[CH:3]=1.[C:18](=[O:21])([O-])[O-].[K+].[K+].[I-].[K+].[CH3:26][C:27]([CH3:29])=[O:28]>>[C:27]([C:29]1[CH:6]=[CH:7][C:8]([O:9][CH2:4][CH2:3][CH2:2][CH2:17][CH2:16][O:1][C:2]2[CH:17]=[CH:16][C:5]3[C:6](=[O:15])[CH:7]=[C:8]([C:10]([O:12][CH2:13][CH3:14])=[O:11])[O:9][C:4]=3[CH:3]=2)=[CH:10][C:18]=1[OH:21])(=[O:28])[CH3:26] |f:1.2.3,4.5|. Reported procedure: A mixture of 3.05 parts of 4-(5-bromopentyloxy)-2-hydroxy acetophenone, 2.34 parts of ethyl 7-hydroxy-4-oxo-4H-1-benzopyran-2-carboxylate, 1.38 parts of potassium carbonate and 0.5 parts of potassium iodide, in 200 parts of dry acetone, was heated under reflux for 24 hours. The solution was filtered while hot and the inorganic salts washed with hot acetone. The solvent was removed to leave a yellow solid, which was washed with water and ether. The insoluble yellow solid was crystallised from eth... Starting materials: C(C)(C)NC(=O)[C@H]1CC[C@H](CC1)N1\C(\NC=2C=NC(=CC21)OCCN2CCCCC2)=N\C(=O)C=2C=CC1=C(SC=C1)C2 ((E)-N-(1-(cis-4-(isopropylcarbamoyl)cyclohexyl)-6-(2-(piperidin-1-yl)ethoxy)-1H-imidazo[4,5-c]pyridin-2(3H)-ylidene)benzo[b]thiophene-6-carboxamide), FC1=C(C=C(C(=O)O)C=C1)OC (4-fluoro-3-methoxybenzoic acid). The product is FC1=C(C=C(C(=O)/N=C\2/N(C3=C(C=NC(=C3)OCCN3CCCCC3)N2)[C@@H]2CC[C@@H](CC2)C(NC(C)C)=O)C=C1)OC ((E)-4-fluoro-N-(1-(cis-4-(isopropylcarbamoyl)cyclohexyl)-6-(2-(piperidin-1-yl)ethoxy)-1H-imidazo[4,5-c]pyridin-2(3H)-ylidene)-3-methoxybenzamide). The yield is 43.1%. As a reaction SMILES: [CH:1]([NH:4][C:5]([C@@H:7]1[CH2:12][CH2:11][C@H:10]([N:13]2[C:21]3[CH:20]=[C:19]([O:22][CH2:23][CH2:24][N:25]4[CH2:30][CH2:29][CH2:28][CH2:27][CH2:26]4)[N:18]=[CH:17][C:16]=3[NH:15]/[C:14]/2=[N:31]\C(C2C=CC3C=CSC=3C=2)=O)[CH2:9][CH2:8]1)=[O:6])([CH3:3])[CH3:2].[F:43][C:44]1[CH:52]=[CH:51][C:47]([C:48]([OH:50])=O)=[CH:46][C:45]=1[O:53][CH3:54]>>[F:43][C:44]1[CH:52]=[CH:51][C:47]([C:48](/[N:31]=[C:14]2/[N:13]([C@H:10]3[CH2:9][CH2:8][C@@H:7]([C:5](=[O:6])[NH:4][CH:1]([CH3:2])[CH3:3])[CH2:12][CH2:11]3)[C:21]3[CH:20]=[C:19]([O:22][CH2:23][CH2:24][N:25]4[CH2:30][CH2:29][CH2:28][CH2:27][CH2:26]4)[N:18]=[CH:17][C:16]=3[NH:15]/2)=[O:50])=[CH:46][C:45]=1[O:53][CH3:54]. Procedure: The title compound was prepared using a method analogous to the preparation of (E)-N-(1-(cis-4-(isopropylcarbamoyl)cyclohexyl)-6-(2-(piperidin-1-yl)ethoxy)-1H-imidazo[4,5-c]pyridin-2(3H)-ylidene)benzo[b]thiophene-6-carboxamide, using 4-fluoro-3-methoxybenzoic acid. The material was purified via preparative HPLC (0.1% NH4OH in ACN/H2O) to provide (E)-4-fluoro-N-(1-(cis-4-(isopropylcarbamoyl)cyclohexyl)-6-(2-(piperidin-1-yl)ethoxy)-1H-imidazo[4,5-c]pyridin-2(3H)-ylidene)-3-methoxybenzamide (43.1% ...